From a dataset of the Open Reaction Database (ORD), a public repository of structured organic reaction records. describe an organic reaction: reactants, conditions, products, and yield The reactants are CCC(CC)(c1ccc(CCC(O)C(C)(C)C)c(C)c1)c1ccc(-c2cccc(C(O)C(=O)OC)c2)c(C)c1, CO, Cl, [Na+], [OH-]. The product is CCC(CC)(c1ccc(CCC(O)C(C)(C)C)c(C)c1)c1ccc(-c2cccc(C(O)C(=O)O)c2)c(C)c1. Reaction SMILES: [CH3:3][O:4][C:5]([CH:6]([OH:7])[c:8]1[cH:9][c:10](-[c:14]2[c:15]([CH3:40])[cH:16][c:17]([C:20]([CH2:21][CH3:22])([c:23]3[cH:24][c:25]([CH3:37])[c:26]([CH2:29][CH2:30][CH:31]([C:32]([CH3:33])([CH3:34])[CH3:35])[OH:36])[cH:27][cH:28]3)[CH2:38][CH3:39])[cH:18][cH:19]2)[cH:11][cH:12][cH:13]1)=[O:41].[CH3:43][OH:44].[ClH:42].[Na+:2].[OH-:1]>>[O:4]=[C:5]([CH:6]([OH:7])[c:8]1[cH:9][c:10](-[c:14]2[c:15]([CH3:40])[cH:16][c:17]([C:20]([CH2:21][CH3:22])([c:23]3[cH:24][c:25]([CH3:37])[c:26]([CH2:29][CH2:30][CH:31]([C:32]([CH3:33])([CH3:34])[CH3:35])[OH:36])[cH:27][cH:28]3)[CH2:38][CH3:39])[cH:18][cH:19]2)[cH:11][cH:12][cH:13]1)[OH:41].